From a dataset of the Open Reaction Database (ORD), a public repository of structured organic reaction records. describe an organic reaction: reactants, conditions, products, and yield Reactants: C(=O)(Cl)Cl (phosgene), S1C2=C(C=C1)CCCC2N (4,5,6,7-tetrahydrobenzo[b]thiophen-7-amine). Run in C1(=CC=CC=C1)C (toluene). Yields the product S1C2=C(C=C1)CCCC2N=C=O (4,5,6,7-tetrahydrobenzo[b]thien-7-yl isocyanate). Reaction SMILES: [S:1]1[CH:5]=[CH:4][C:3]2[CH2:6][CH2:7][CH2:8][CH:9]([NH2:10])[C:2]1=2.[C:11](Cl)(Cl)=[O:12]>C1(C)C=CC=CC=1>[S:1]1[CH:5]=[CH:4][C:3]2[CH2:6][CH2:7][CH2:8][CH:9]([N:10]=[C:11]=[O:12])[C:2]1=2. Reported procedure: A six gram sample of 4,5,6,7-tetrahydrobenzo[b]thiophen-7-amine is stirred in 20 ml. of toluene at 100° C. and phosgene is slowly introduced into the mixture through a gas tube. The flow of phosgene is terminated after most of the solid amine hydrochloride disappears. The mixture is then filtered and the filtrate is evaporated to dryness to afford the title compound. The reactants are C1(=CC=CC=C1)P(C1=CC=CC=C1)C1=CC=CC=C1 (Triphenylphosphine), C(CC)N(C(CO)CC1=CC=CC=2NC=NC21)CCC (β-(dipropylamino)-1H-benzimidazole-4-propanol), C(Br)(Br)(Br)Br (carbon tetrabromide). The solvent is C(Cl)Cl (Methylene chloride), C(Cl)Cl (methylene chloride). Reaction conditions: time 30 minute. The product is C(CC)N(C1CN2C3=C(C=CC=C3C1)N=C2)CCC (5,6-Dihydro-N,N-dipropyl-4H-imidazol(4,5,1-ij)quinolin-5-amine). Isolated yield 67.7%. Reaction SMILES: C1(P(C2C=CC=CC=2)C2C=CC=CC=2)C=CC=CC=1.[CH2:20]([N:23]([CH2:37][CH2:38][CH3:39])[CH:24]([CH2:27][C:28]1[C:36]2[N:35]=[CH:34][NH:33][C:32]=2[CH:31]=[CH:30][CH:29]=1)[CH2:25]O)[CH2:21][CH3:22].C(Br)(Br)(Br)Br>C(Cl)Cl>[CH2:20]([N:23]([CH2:37][CH2:38][CH3:39])[CH:24]1[CH2:27][C:28]2[C:36]3=[C:32]([N:33]=[CH:34][N:35]3[CH2:25]1)[CH:31]=[CH:30][CH:29]=2)[CH2:21][CH3:22]. Procedure: Triphenylphosphine (625 mg, 2.4 mmol) was added to a stirred solution of β-(dipropylamino)-1H-benzimidazole-4-propanol (600 mg, 2.18 mmol) in methylene chloride (12 mL). After solution was complete, carbon tetrabromide (940 mg, 2.8 mmol) was added and the solution was stirred for 30 minutes. Methylene chloride (20 mL) was added and the solution was extracted with 25 mL 1.0 N hydrochloric acid. The methylene chloride was separated, reextracted with 10 mL 1.0 N HCl, and the combined aqueous extrac... The reactants are C(C)OC(=O)CC1(OC2=C(C(=C(C(=C2CC1)C)S(=O)(=O)Cl)C)C)C (2-ethoxycarbonylmethyl-2,5,7,8-tetramethylchroman-6-sulfonyl chloride), Cl.C(C1=CC=CC=C1)(=N)N (benzamidine hydrochloride), [OH-].[Na+] (sodium hydroxide), Cl (HCl). The solvent is CC(=O)C (acetone), CCOC(=O)C (AcOEt), O (water), CC(=O)C (acetone). Conditions: time 20 hour. Product: C(C)OC(=O)CC1(OC2=C(C(=C(C(=C2CC1)C)S(=O)(=O)NC(C1=CC=CC=C1)=N)C)C)C (N-(2-ethoxycarbonylmethyl-2,5,7,8-tetramethylchroman-6-sulfonyl)benzamidine). The yield is 40.2%. Reaction SMILES: Cl.[C:2]([NH2:10])(=[NH:9])[C:3]1[CH:8]=[CH:7][CH:6]=[CH:5][CH:4]=1.[OH-].[Na+].[CH2:13]([O:15][C:16]([CH2:18][C:19]1([CH3:36])[CH2:28][CH2:27][C:26]2[C:21](=[C:22]([CH3:35])[C:23]([CH3:34])=[C:24]([S:30](Cl)(=[O:32])=[O:31])[C:25]=2[CH3:29])[O:20]1)=[O:17])[CH3:14].Cl>CC(C)=O.CCOC(C)=O.O>[CH2:13]([O:15][C:16]([CH2:18][C:19]1([CH3:36])[CH2:28][CH2:27][C:26]2[C:21](=[C:22]([CH3:35])[C:23]([CH3:34])=[C:24]([S:30]([NH:9][C:2](=[NH:10])[C:3]3[CH:8]=[CH:7][CH:6]=[CH:5][CH:4]=3)(=[O:31])=[O:32])[C:25]=2[CH3:29])[O:20]1)=[O:17])[CH3:14] |f:0.1,2.3|. Procedure: To a suspension of benzamidine hydrochloride (2.72 g) in acetone (70 ml) was added 1N aqueous sodium hydroxide (1N NaOH) (17.3 ml) under ice-cooling. To the mixture of a solution of 2-ethoxycarbonylmethyl-2,5,7,8-tetramethylchroman-6-sulfonyl chloride (3.25 g) in acetone (15 ml) was added dropwise over 15 minutes under ice-cooling, and stirred at room temperature for 20 hours. Acetone was removed under reduced pressure to give a residue. To the residue was added a mixture of water and AcOEt and ...